describe an organic reaction: reactants, conditions, products, and yield From a dataset of the Open Reaction Database (ORD), a public repository of structured organic reaction records. Starting materials: Cl (hydrogen chloride), N1=CC(=CC2=CC=CC=C12)NC([C@H](NC([C@H]1N(C[C@@H](C1)NC(CNC(=O)OC(C)(C)C)=O)C(=O)OC(C)(C)C)=O)CCC1=CC=CC=C1)=O (trans-4-(N-tert-butoxycarbonylglycylamino)-N-tert-butoxycarbonyl-L-prolyl-D-homophenylalanine 3-quinolylamide). Solvent: O1CCOCC1 (1,4-dioxane), CO (methanol). Conditions: temperature 0 celsius, time 3 hour. Yields the product Cl.Cl.Cl.N1=CC(=CC2=CC=CC=C12)NC([C@H](NC([C@H]1NC[C@@H](C1)NC(CN)=O)=O)CCC1=CC=CC=C1)=O (trans-4-Glycylamino-L-Prolyl-D-Homophenylalanine 3-Quinolylamide Trihydrochloride). Reaction SMILES: [ClH:1].[N:2]1[C:11]2[C:6](=[CH:7][CH:8]=[CH:9][CH:10]=2)[CH:5]=[C:4]([NH:12][C:13](=[O:50])[C@@H:14]([CH2:42][CH2:43][C:44]2[CH:49]=[CH:48][CH:47]=[CH:46][CH:45]=2)[NH:15][C:16](=[O:41])[C@@H:17]2[CH2:21][C@@H:20]([NH:22][C:23](=[O:33])[CH2:24][NH:25]C(OC(C)(C)C)=O)[CH2:19][N:18]2C(OC(C)(C)C)=O)[CH:3]=1>O1CCOCC1.CO>[ClH:1].[ClH:1].[ClH:1].[N:2]1[C:11]2[C:6](=[CH:7][CH:8]=[CH:9][CH:10]=2)[CH:5]=[C:4]([NH:12][C:13](=[O:50])[C@@H:14]([CH2:42][CH2:43][C:44]2[CH:45]=[CH:46][CH:47]=[CH:48][CH:49]=2)[NH:15][C:16](=[O:41])[C@@H:17]2[CH2:21][C@@H:20]([NH:22][C:23](=[O:33])[CH2:24][NH2:25])[CH2:19][NH:18]2)[CH:3]=1 |f:4.5.6.7|. Procedure details: A solution of 4 N hydrogen chloride in 1,4-dioxane (10 mL) was added to a solution of trans-4-(N-tert-butoxycarbonylglycylamino)-N-tert-butoxycarbonyl-L-prolyl-D-homophenylalanine 3-quinolylamide (C, 162 mg) in methanol (10 mL) at 0° C. After stirring at 0° C. for 5 min and at room temperature for 3 hr, the solution was concentrated in vacuo. The residue was purified by HPLC(Shiseido, Capcell Pak C18 UG120, 3 cm×25 cm, 0.02 N hydrochloric acid: methanol=65:35, v/v) and freeze-dried from water to... Reactants: NC(=O)C1(OCc2ccccc2)CC1, Cn1c(C=O)cnc1C1CC1. Product: Cn1c(C=O)cnc1C1(OCc2ccccc2)CC1. As a reaction SMILES: [CH2:1]([c:2]1[cH:3][cH:4][cH:5][cH:6][cH:7]1)[O:8][C:9]1([C:10]([NH2:11])=[O:12])[CH2:13][CH2:14]1.[CH:15]1([c:18]2[n:19][cH:20][c:21]([CH:24]=[O:25])[n:22]2[CH3:23])[CH2:16][CH2:17]1>>[CH2:1]([c:2]1[cH:3][cH:4][cH:5][cH:6][cH:7]1)[O:8][C:15]1([c:18]2[n:19][cH:20][c:21]([CH:24]=[O:25])[n:22]2[CH3:23])[CH2:16][CH2:17]1. Reactants: C(C)(C)(C)OC(=O)N1[C@H](C(=O)O)CC(C1)=O (1-(tert-butoxycarbonyl)-4-oxoproline), O(C1=CC=CC=C1)CC(=O)Cl (phenoxyacetyl chloride), N1(C=CC=C1)C1=C(C=CC=C1)N (2-(1H-pyrrol-1-yl)phenylamine). Product: O=C1C[C@H](N(C1)C(COC1=CC=CC=C1)=O)C(=O)NC1=C(C=CC=C1)N1C=CC=C1 ((2S)-4-oxo-1-(phenoxyacetyl)-N-[2-(1H-pyrrol-1-yl)phenyl]-2-pyrrolidinecarboxamide). RXN SMILES: C(O[C:6]([N:8]1[CH2:15][C:14](=[O:16])[CH2:13][C@H:9]1[C:10]([OH:12])=O)=[O:7])(C)(C)C.[O:17]([CH2:24]C(Cl)=O)[C:18]1[CH:23]=[CH:22][CH:21]=[CH:20][CH:19]=1.[N:28]1([C:33]2[CH:38]=[CH:37][CH:36]=[CH:35][C:34]=2[NH2:39])[CH:32]=[CH:31][CH:30]=[CH:29]1>>[O:16]=[C:14]1[CH2:15][N:8]([C:6](=[O:7])[CH2:24][O:17][C:18]2[CH:19]=[CH:20][CH:21]=[CH:22][CH:23]=2)[C@H:9]([C:10]([NH:39][C:34]2[CH:35]=[CH:36][CH:37]=[CH:38][C:33]=2[N:28]2[CH:32]=[CH:31][CH:30]=[CH:29]2)=[O:12])[CH2:13]1. Procedure details: Following the general method as outlined in Example 22, starting from 1-(tert-butoxycarbonyl)-4-oxoproline, phenoxyacetyl chloride, and 2-(1H-pyrrol-1-yl)phenylamine the title compound was obtained in 42% purity by LC/MS. MS(ESI+): m/z=404.2.